This data is from the Open Reaction Database (ORD), a public repository of structured organic reaction records. The task is: describe an organic reaction: reactants, conditions, products, and yield Reactants: N1(CCCCCC1)C1=C(C=C(CN)C=C1)F (4-(1-azepanyl)-3-fluorobenzylamine), C25H28FN3O, C1=NC=CC2=C(C=CC=C12)C(C(=O)O)C (2-(5-isoquinolinyl)propanoic acid), C1=NC=CC2=C(C=CC=C12)CC(=O)O (5-isoquinolinylacetic acid). The product is N1(CCCCCC1)C1=C(C=C(CNC(C(C)C2=C3C=CN=CC3=CC=C2)=O)C=C1)F (N-[4-(1-azepanyl)-3-fluorobenzyl]-2-(5-isoquinolinyl)propanamide). Reaction SMILES: [N:1]1([C:8]2[CH:15]=[CH:14][C:11]([CH2:12][NH2:13])=[CH:10][C:9]=2[F:16])[CH2:7][CH2:6][CH2:5][CH2:4][CH2:3][CH2:2]1.[CH:17]1[C:26]2[C:21](=[C:22]([CH:27]([CH3:31])[C:28](O)=[O:29])[CH:23]=[CH:24][CH:25]=2)[CH:20]=[CH:19][N:18]=1.C1C2C(=C(CC(O)=O)C=CC=2)C=CN=1>>[N:1]1([C:8]2[CH:15]=[CH:14][C:11]([CH2:12][NH:13][C:28](=[O:29])[CH:27]([C:22]3[CH:23]=[CH:24][CH:25]=[C:26]4[C:21]=3[CH:20]=[CH:19][N:18]=[CH:17]4)[CH3:31])=[CH:10][C:9]=2[F:16])[CH2:7][CH2:6][CH2:5][CH2:4][CH2:3][CH2:2]1. Procedure details: The title compound was prepared using the procedure described in Example 222B using 4-(1-azepanyl)-3-fluorobenzylamine and 2-(5-isoquinolinyl)propanoic acid instead of 4-(trifluoromethoxy)benzylamine and 5-isoquinolinylacetic acid. MS (ESI+) m/z 406 (M+H)+; MS (ESI−) m/z 404 (M−H)−; 1H NMR (DMSO, 300 MHz) δ 1.53 (m, 7H), 1.72 (m, 4H), 3.32 (m, 4H), 3.65 (s, 2H), 4.18 (q, J 7.1, 1H), 6.86 (m, 3H), 7.58 (m, 2H), 7.74 (m, 1H), 8.13 (m, 2H), 8.52 (d, J 7.8, 1H), 9.30 (s, 1H); Anal. Calcd for C25H28F... The reactants are CCCCCCCCP(=O)(Cl)Cl, c1ccc(CNc2ccccc2)cc1. Yields the product CCCCCCCCP1(=O)c2ccccc2CN1c1ccccc1. RXN SMILES: [CH2:15]([CH2:16][CH2:17][CH2:18][CH2:19][CH2:20][CH2:21][CH3:22])[P:23](=[O:24])([Cl:25])[Cl:26].[CH2:1]([c:2]1[cH:3][cH:4][cH:5][cH:6][cH:7]1)[NH:8][c:9]1[cH:10][cH:11][cH:12][cH:13][cH:14]1>>[CH2:1]1[c:2]2[c:3]([cH:4][cH:5][cH:6][cH:7]2)[P:23]([CH2:15][CH2:16][CH2:17][CH2:18][CH2:19][CH2:20][CH2:21][CH3:22])(=[O:24])[N:8]1[c:9]1[cH:10][cH:11][cH:12][cH:13][cH:14]1. Reactants: COC=1C=C(C=CC1)C1C(COC1)O (4-(3-methoxy-phenyl)-tetrahydro-furan-3-ol), [Cr](=O)(=O)(O)Cl.N1=CC=CC=C1 (pyridine chlorochromate), ClCCl (dichloromethane). The solvent is CCOCC (ether). Conditions: time 3 hour. Product: ethyl acetate hexanes, COC=1C=C(C=CC1)C1C(COC1)=O (4-(3-Methoxy-phenyl)-dihydro-furan-3-one). Yield: 55.3%. RXN SMILES: [CH3:1][O:2][C:3]1[CH:4]=[C:5]([CH:9]2[CH2:13][O:12][CH2:11][CH:10]2[OH:14])[CH:6]=[CH:7][CH:8]=1.[Cr](Cl)(O)(=O)=O.N1C=CC=CC=1.ClCCl>CCOCC>[CH3:1][O:2][C:3]1[CH:4]=[C:5]([CH:9]2[CH2:13][O:12][CH2:11][C:10]2=[O:14])[CH:6]=[CH:7][CH:8]=1 |f:1.2|. Reported procedure: Combine 4-(3-methoxy-phenyl)-tetrahydro-furan-3-ol (10.58 g, 54.0 mmol), pyridine chlorochromate (35.22 g, 163.0 mmol), silica gel (35.0 g), and dichloromethane (200 mL), stir at room temperature. After 3 hours, add ether and filter off the silica gel through a plug of Silica using 50% ethyl acetate/hexanes eluent. Concentrate and flash chromatograph with 10% to 40% ethyl acetate/hexanes to yield the titled compound (5.74 g, 55%) as a clear oil. TLC Rf=0.23 in 3:1 hexanes:ethyl acetate. 1H NMR (... As a reaction SMILES: C([O:4][C@@H:5]1[C@@H:10]([O:11]C(=O)C)[C@H:9]([O:15]C(=O)C)[C@@H:8]([CH2:19][O:20]C(=O)C)[O:7][C@H:6]1[O:24][C:25]1[C:29]([CH2:30][C:31]2[CH:36]=[CH:35][C:34]([O:37][CH2:38][CH2:39]O)=[CH:33][C:32]=2[CH3:41])=[C:28]([CH:42]([CH3:44])[CH3:43])[NH:27][N:26]=1)(=O)C.[NH2:45][CH2:46][CH2:47][OH:48].NC(C)(C)CO>>[C@@H:6]1([O:24][C:25]2[C:29]([CH2:30][C:31]3[CH:36]=[CH:35][C:34]([O:37][CH2:38][CH2:39][NH:45][CH2:46][CH2:47][OH:48])=[CH:33][C:32]=3[CH3:41])=[C:28]([CH:42]([CH3:43])[CH3:44])[NH:27][N:26]=2)[O:7][C@H:8]([CH2:19][OH:20])[C@@H:9]([OH:15])[C@H:10]([OH:11])[C@H:5]1[OH:4]. Yields the product [C@@H]1([C@H](O)[C@@H](O)[C@H](O)[C@H](O1)CO)OC1=NNC(=C1CC1=C(C=C(C=C1)OCCNCCO)C)C(C)C (3-(β-D-Glucopyranosyloxy)-4-({4-[2-(2-hydroxyethylamino)-ethoxy]-2-methylphenyl}methyl)-5-isopropyl-1H-pyrazole). Procedure: The title compound was prepared in a similar manner to that described in Example 57 using 3-(2,3,4,6-tetra-O-acetyl-β-D-glucopyranosyloxy)-4-{[4-(2-hydroxyethoxy)-2-methylphenyl]methyl}-5-isopropyl-1H-pyrazole and 2-aminoethanol instead of 3-(2,3,4,6-tetra-O-acetyl-β-D-glucopyranosyloxy)-4-{[4-(3-hydroxypropoxy)-2-methylphenyl]methyl}-5-isopropyl-1H-pyrazole and 2-amino-2-methyl-1-propanol, respectively. The reactants are C(C)(=O)O[C@H]1[C@@H](O[C@@H]([C@H]([C@@H]1OC(C)=O)OC(C)=O)COC(C)=O)OC1=NNC(=C1CC1=C(C=C(C=C1)OCCO)C)C(C)C (3-(2,3,4,6-tetra-O-acetyl-β-D-glucopyranosyloxy)-4-{[4-(2-hydroxyethoxy)-2-methylphenyl]methyl}-5-isopropyl-1H-pyrazole), NCCO (2-aminoethanol), NC(CO)(C)C (2-amino-2-methyl-1-propanol).